Dataset: the Open Reaction Database (ORD), a public repository of structured organic reaction records. Task: describe an organic reaction: reactants, conditions, products, and yield Starting materials: ClC=1C(=NC(=C(C1OC1=CC(=C(C=C1)OC)C(C)C)Cl)NCC(=O)OC)F (3,5-dichloro-2-fluoro-4-(3-isopropyl-4-methoxyphenoxy)-6-methoxycarbonylmethylamino-pyridine), C[O-].[Na+] (sodium methoxide), CO (methanol), CO (methanol). Run in Cl (HCl). Conditions: time 18 hour. Product: ClC=1C(=NC(=C(C1OC1=CC(=C(C=C1)O)C(C)C)Cl)NCC(=O)O)OC (3,5-Dichloro-2-methoxy-4-(3-isopropyl-4-hydroxyphenoxy)-6-hydroxycarbonylmethylaminopyridine). Reaction SMILES: [Cl:1][C:2]1[C:3](F)=[N:4][C:5]([NH:21][CH2:22][C:23]([O:25]C)=[O:24])=[C:6]([Cl:20])[C:7]=1[O:8][C:9]1[CH:14]=[CH:13][C:12](OC)=[C:11]([CH:17]([CH3:19])[CH3:18])[CH:10]=1.[CH3:28][O-:29].[Na+].C[OH:32]>Cl>[Cl:1][C:2]1[C:3]([O:29][CH3:28])=[N:4][C:5]([NH:21][CH2:22][C:23]([OH:25])=[O:24])=[C:6]([Cl:20])[C:7]=1[O:8][C:9]1[CH:14]=[CH:13][C:12]([OH:32])=[C:11]([CH:17]([CH3:18])[CH3:19])[CH:10]=1 |f:1.2|. Reported procedure: To a solution of 3,5-dichloro-2-fluoro-4-(3-isopropyl-4-methoxyphenoxy)-6-methoxycarbonylmethylamino-pyridine (161 mg) in methanol (3.0 mL) was added a solution of sodium methoxide in methanol (0.5 M, 1.0 mL). The resulting mixture was stirred at ambient temperature for 18 hours, followed by stirring at 80° C. for 5 hours. Cooled reaction mixture was then diluted with 1 N HCl (50 mL) and extracted with ethyl acetate (50 mL×2). The combined organic layers were dried (Na2SO4) and concentrated. The...